This data is from the Open Reaction Database (ORD), a public repository of structured organic reaction records. The task is: describe an organic reaction: reactants, conditions, products, and yield Reactants: C(C)NCC (Diethylamine), BrC\C=C/[Sn](CCCC)(CCCC)CCCC (((Z)-3-bromoprop-1-enyl)tributyl-stannane), BrC\C=C/[Sn](CCCC)(CCCC)CCCC (((Z)-3-bromoprop-1-enyl)tributyl-stannane). Run in C1CCOC1 (THF). Conditions: time 3 hour. Product: C(C)N(C\C=C/[Sn](CCCC)(CCCC)CCCC)CC (N,N-diethyl-N—((Z)-1-tributylstannanylprop-1-en-3-yl)amine). RXN SMILES: [CH2:1]([NH:3][CH2:4][CH3:5])[CH3:2].Br[CH2:7]/[CH:8]=[CH:9]\[Sn:10]([CH2:19][CH2:20][CH2:21][CH3:22])([CH2:15][CH2:16][CH2:17][CH3:18])[CH2:11][CH2:12][CH2:13][CH3:14]>C1COCC1>[CH2:1]([N:3]([CH2:4][CH3:5])[CH2:7]/[CH:8]=[CH:9]\[Sn:10]([CH2:19][CH2:20][CH2:21][CH3:22])([CH2:15][CH2:16][CH2:17][CH3:18])[CH2:11][CH2:12][CH2:13][CH3:14])[CH3:2]. Procedure details: Diethylamine (19 mL) was added to a solution of ((Z)-3-bromoprop-1-enyl)tributyl-stannane (Intermediate 3, 7.52 g) in THF (60 mL) and the mixture was stirred for 3 hours. The reaction mixture was evaporated to dryness and the residue was purified by chromatography on a silica column which had been pre-washed with 20% triethylamine in acetonitrile. The column was eluted with a mixture of ethyl acetate and pentane with a gradient of 0-10% to give N,N-diethyl-N—((Z)-1-tributylstannanylprop-1-en-3-y...